This data is from the Open Reaction Database (ORD), a public repository of structured organic reaction records. The task is: describe an organic reaction: reactants, conditions, products, and yield Reactants: C(CCCCCCCCCC)C=1N=C(SC1)C1=CC=C(C=O)C=C1 (4-(4-undecyl-1,3-thiazol-2-yl)benzaldehyde), FC(C1=CC=C(CN)C=C1)(F)F (4-(trifluoromethyl)benzylamine). Product: FC(C1=CC=C(CNCC2=CC=C(C=C2)C=2SC=C(N2)CCCCCCCCCCC)C=C1)(F)F (N-[4-(trifluoromethyl)benzyl]-N-[4-(4-undecyl-1,3-thiazol-2-yl)benzyl]amine). Yield: 90.0%. RXN SMILES: [CH2:1]([C:12]1[N:13]=[C:14]([C:17]2[CH:24]=[CH:23][C:20]([CH:21]=O)=[CH:19][CH:18]=2)[S:15][CH:16]=1)[CH2:2][CH2:3][CH2:4][CH2:5][CH2:6][CH2:7][CH2:8][CH2:9][CH2:10][CH3:11].[F:25][C:26]([F:36])([F:35])[C:27]1[CH:34]=[CH:33][C:30]([CH2:31][NH2:32])=[CH:29][CH:28]=1>>[F:25][C:26]([F:35])([F:36])[C:27]1[CH:34]=[CH:33][C:30]([CH2:31][NH:32][CH2:21][C:20]2[CH:23]=[CH:24][C:17]([C:14]3[S:15][CH:16]=[C:12]([CH2:1][CH2:2][CH2:3][CH2:4][CH2:5][CH2:6][CH2:7][CH2:8][CH2:9][CH2:10][CH3:11])[N:13]=3)=[CH:18][CH:19]=2)=[CH:29][CH:28]=1. Procedure: The same procedure as employed in the preparation of Example 226 (step a) but using 4-(4-undecyl-1,3-thiazol-2-yl)benzaldehyde and 4-(trifluoromethyl)benzylamine gave the title compound as a colorless oil (90%). 1H NMR (CDCl3, 300 MHz) δ 7.78 (d, 2H, J=8.3 Hz), 7.45 (d, 2H, J=8.1 Hz), 7.35 (d, 2H, J=8.1 Hz), 7.25 (d, 2H, J=8.3 Hz), 6.72 (s, 1H), 3.689 (s, 2H, J=7.3 Hz), 3.74 (s, 2H), 2.67 (t, J=2H, 7.7 Hz), 1.95-1.72 (m, 1H), 1.62-1.55 (m, 2H), 1.37-1.05 (m, 16H), 0.74 (t, 3H, J=6.7 Hz). M+(LC/M... Starting materials: ( 2 ), ferrous sulfate heptahydrate, 65.0, product, [O-]O.C1(=CC=CC=C1)C(C)C (cumene hydroperoxide), ( 3 ), C(CN(CC(=O)O)CC(=O)O)N(CC(=O)O)CC(=O)O.[Na].[Na].[Na] (trisodium ethylene diamine tetraacetic acid), ( 1 ), 17.5, C(C(=C)C)(=O)OC (methyl methacrylate), C(C=C)#N (acrylonitrile), C=CC1=CC=CC=C1 (styrene), C(CCCCCCC\C=C/CCCCCCCC)(=O)[O-].[K+] (potassium oleate), [OH-].[Na+] (sodium hydroxide), S([O-])[O-].C=O.[Na+].[Na+] (sodium formaldehyde sulfoxylate). Run in O (water), O (water), O (water). Run at temperature 160 fahrenheit, time 1 hour. The product is 306, C(C(=C)C)(=O)OC (methyl methacrylate), C(C=C)#N (acrylonitrile), C=CC1=CC=CC=C1 (styrene), C=CC=C (butadiene). Reaction SMILES: [C:1]([O:6][CH3:7])(=[O:5])[C:2]([CH3:4])=[CH2:3].[C:8](#[N:11])[CH:9]=[CH2:10].[CH2:12]=[CH:13][C:14]1[CH:19]=[CH:18][CH:17]=[CH:16][CH:15]=1.[O-]O.[C:22]1(C(C)C)[CH:27]=CC=[CH:24][CH:23]=1.C(N(CC(O)=O)CC(O)=O)CN(CC(O)=O)CC(O)=O.[Na].[Na].[Na].S([O-])[O-].C=O.[Na+].[Na+].C([O-])(=O)CCCCCCC/C=C\CCCCCCCC.[K+].[OH-].[Na+]>O>[C:1]([O:6][CH3:7])(=[O:5])[C:2]([CH3:4])=[CH2:3].[C:8](#[N:11])[CH:9]=[CH2:10].[CH2:12]=[CH:13][C:14]1[CH:19]=[CH:18][CH:17]=[CH:16][CH:15]=1.[CH2:27]=[CH:22][CH:23]=[CH2:24] |f:3.4,5.6.7.8,9.10.11.12,13.14,15.16,^1:50,51,52|. Reported procedure: To a mixture of 65.0 parts of the latex product of Example 1 and 178 parts of water at 140° F., there is added, separately and portionwise over a period of one hour, (1) a mixture of 17.5 parts of methyl methacrylate, 2.0 parts of acrylonitrile and 15.5 parts of styrene; (2) 0.275 part of 80% aqueous cumene hydroperoxide; and (3) a solution of 0.015 part of ferrous sulfate heptahydrate, 0.045 part of 48% aqueous trisodium ethylene diamine tetraacetic acid, and 0.15 part of sodium formaldehyde su... The reactants are ClC1=CC=C(C=C1)C=1SC(=CN1)C=O (2-(4-chlorophenyl)thiazole-5-carbaldehyde), [BH4-].[Na+] (sodium borohydride). The solvent is CO (methanol). Reaction conditions: time 2 hour. The product is ClC1=CC=C(C=C1)C=1SC(=CN1)CO ([2-(4-chlorophenyl)thiazol-5-yl]methanol). The yield is 98.3%. RXN SMILES: [Cl:1][C:2]1[CH:7]=[CH:6][C:5]([C:8]2[S:9][C:10]([CH:13]=[O:14])=[CH:11][N:12]=2)=[CH:4][CH:3]=1.[BH4-].[Na+]>CO>[Cl:1][C:2]1[CH:3]=[CH:4][C:5]([C:8]2[S:9][C:10]([CH2:13][OH:14])=[CH:11][N:12]=2)=[CH:6][CH:7]=1 |f:1.2|. Reported procedure: To a suspension of 2-(4-chlorophenyl)thiazole-5-carbaldehyde (3.26 g, 14.6 mmol) in methanol (50 ml) is added the sodium borohydride (568 mg, 15 mmol) portionwise at room temperature. The reaction mixture is stirred at room temperature for 2 h. The reaction mixture is quenched with 50 ml of an aqueous saturated solution of ammonium chloride, extracted with dichloromethane (2×100 ml). The combined organic extracts are dried with magnesium sulphate, filtered and evaporated to dryness to give [2-(4... Reactants: COc1ccc2cc3c(N)nn(CCN(C)C)c3nc2c1, [Cl-]. The product is COc1ccc2cc3c(Cl)nn(CCN(C)C)c3nc2c1. Reaction SMILES: [CH3:1][N:2]([CH2:3][CH2:4][n:5]1[n:6][c:7]([NH2:20])[c:8]2[c:9]1[n:10][c:11]1[cH:12][c:13]([O:18][CH3:19])[cH:14][cH:15][c:16]1[cH:17]2)[CH3:21].[Cl-:22]>>[CH3:1][N:2]([CH2:3][CH2:4][n:5]1[n:6][c:7]([Cl:22])[c:8]2[c:9]1[n:10][c:11]1[cH:12][c:13]([O:18][CH3:19])[cH:14][cH:15][c:16]1[cH:17]2)[CH3:21]. Reactants: CC(=O)SC(CC(=O)c1ccccc1)C(=O)O, CC(=O)O, O=S(=O)(O)O. Product: O=C(CC(S)C(=O)O)c1ccccc1. As a reaction SMILES: [C:1](=[O:2])([CH3:3])[S:4][CH:5]([C:6](=[O:7])[OH:8])[CH2:9][C:10]([c:11]1[cH:12][cH:13][cH:14][cH:15][cH:16]1)=[O:17].[CH3:23][C:24](=[O:25])[OH:26].[S:18](=[O:19])(=[O:20])([OH:21])[OH:22]>>[SH:4][CH:5]([C:6](=[O:7])[OH:8])[CH2:9][C:10]([c:11]1[cH:12][cH:13][cH:14][cH:15][cH:16]1)=[O:17]. The reactants are ClC1=CC=C(C=C1)N(C(C1=CC(=CC=C1)OC)=O)C1CCNCC1 (N-(4-chloro-phenyl)-3-methoxy-N-piperidin-4-yl-benzamide), C(C)(C)(C)OC(=O)N1CCC(CC1)NC1=CC=C(C=C1)F (4-(4-fluoro-phenylamino)-piperidine-1-carboxylic acid tert-butyl ester), COC1=CC=C(C=C1)S(=O)(=O)Cl (4-methoxybenzenesulfonyl chloride). The solvent is ClCCl (dichloromethane), N1=CC=CC=C1 (pyridine), C(C)(=O)OCC (ethyl acetate). Conditions: time 40 hour. The product is FC1=CC=C(C=C1)N(S(=O)(=O)C1=CC=C(C=C1)OC)C1CCNCC1 (N-(4-fluoro-phenyl)-4-methoxy-N-piperidin-4-yl-benzenesulfonamide). As a reaction SMILES: ClC1C=CC(N(C2CCNCC2)C(=O)C2C=CC=C(OC)C=2)=CC=1.C(OC([N:32]1[CH2:37][CH2:36][CH:35]([NH:38][C:39]2[CH:44]=[CH:43][C:42]([F:45])=[CH:41][CH:40]=2)[CH2:34][CH2:33]1)=O)(C)(C)C.[CH3:46][O:47][C:48]1[CH:53]=[CH:52][C:51]([S:54](Cl)(=[O:56])=[O:55])=[CH:50][CH:49]=1>ClCCl.N1C=CC=CC=1.C(OCC)(=O)C>[F:45][C:42]1[CH:41]=[CH:40][C:39]([N:38]([CH:35]2[CH2:34][CH2:33][NH:32][CH2:37][CH2:36]2)[S:54]([C:51]2[CH:50]=[CH:49][C:48]([O:47][CH3:46])=[CH:53][CH:52]=2)(=[O:56])=[O:55])=[CH:44][CH:43]=1. Reported procedure: The title compound was prepared as in example 98, steps (A) to (C). Step (B) (acylation) was substituted by the following sulphonylation procedure. To a solution of 4-(4-fluoro-phenylamino)-piperidine-1-carboxylic acid tert-butyl ester (4.00 g, 13.6 mmol) in dichloromethane (60 ml) and pyridine (32 ml) was added 4-methoxybenzenesulfonyl chloride (3.40 g, 16.3 mmol). After 40 hours stirring at room temperature, the reaction mixture was diluted with ethyl acetate (80 ml), washed with chlorhydric a... Starting materials: c1ccc(CN2CCCNCC2)cc1, O=C(Cl)Oc1ccc(Oc2ccc(C(F)(F)F)cn2)cc1, O. Yields the product O=C(Oc1ccc(Oc2ccc(C(F)(F)F)cn2)cc1)N1CCCN(Cc2ccccc2)CC1, Cl. Reaction SMILES: [CH2:22]([c:23]1[cH:24][cH:25][cH:26][cH:27][cH:28]1)[N:29]1[CH2:30][CH2:31][NH:32][CH2:33][CH2:34][CH2:35]1.[Cl:1][C:2](=[O:3])[O:4][c:5]1[cH:6][cH:7][c:8]([O:11][c:12]2[n:13][cH:14][c:15]([C:18]([F:19])([F:20])[F:21])[cH:16][cH:17]2)[cH:9][cH:10]1.[OH2:36]>>[C:2](=[O:3])([O:4][c:5]1[cH:6][cH:7][c:8]([O:11][c:12]2[n:13][cH:14][c:15]([C:18]([F:19])([F:20])[F:21])[cH:16][cH:17]2)[cH:9][cH:10]1)[N:32]1[CH2:31][CH2:30][N:29]([CH2:22][c:23]2[cH:24][cH:25][cH:26][cH:27][cH:28]2)[CH2:35][CH2:34][CH2:33]1.[ClH:1]. Reactants: ClCCl, CN1CCOCC1, CC(C)N1CCC(CO)CC1. Yields the product CC(C)N1CCC(C=O)CC1. RXN SMILES: [CH2:19]([Cl:20])[Cl:21].[CH3:12][N:13]1[CH2:14][CH2:15][O:16][CH2:17][CH2:18]1.[CH:1]([CH3:2])([CH3:3])[N:4]1[CH2:5][CH2:6][CH:7]([CH2:10][OH:11])[CH2:8][CH2:9]1>>[CH:1]([CH3:2])([CH3:3])[N:4]1[CH2:5][CH2:6][CH:7]([CH:10]=[O:11])[CH2:8][CH2:9]1.